Dataset: the Open Reaction Database (ORD), a public repository of structured organic reaction records. Task: describe an organic reaction: reactants, conditions, products, and yield Starting materials: CC(=O)Nc1cccc2c1Cc1ccccc1C2=O, [Na], O, O, OO. Yields the product CC(=O)Nc1cccc2c1C(=O)c1ccccc1C2=O. RXN SMILES: [NH:1]([C:2](=[O:3])[CH3:4])[c:5]1[cH:6][cH:7][cH:8][c:9]2[c:18]1[CH2:17][c:16]1[c:11]([cH:12][cH:13][cH:14][cH:15]1)[C:10]2=[O:19].[Na:21].[OH2:20].[OH2:24].[OH:22][OH:23]>>[NH:1]([C:2](=[O:3])[CH3:4])[c:5]1[cH:6][cH:7][cH:8][c:9]2[c:18]1[C:17](=[O:20])[c:16]1[c:11]([cH:12][cH:13][cH:14][cH:15]1)[C:10]2=[O:19]. Reactants: CC1(C(NC2=CC(=CC=C12)C)=O)C (3,3,6-trimethyloxindole), ClCCOC1OCCCC1 (2-(2-chloroethoxy)tetrahydro-2H-pyran). Yields the product OCCN1C(C(C2=CC=C(C=C12)C)(C)C)=O (1-(2-Hydroxy-1-ethyl)-3,3,6-trimethyl-1,3-dihydro-2H-indol-2-one). Procedure details: Prepared from 3,3,6-trimethyloxindole (prepared by the method of Endler and Becker; Organic Syntheses Coll. vol. 4 page 657) and 2-(2-chloroethoxy)tetrahydro-2H-pyran as described above. RXN SMILES: [CH3:1][C:2]1([CH3:13])[C:10]2[C:5](=[CH:6][C:7]([CH3:11])=[CH:8][CH:9]=2)[NH:4][C:3]1=[O:12].Cl[CH2:15][CH2:16][O:17]C1CCCCO1>>[OH:17][CH2:16][CH2:15][N:4]1[C:5]2[C:10](=[CH:9][CH:8]=[C:7]([CH3:11])[CH:6]=2)[C:2]([CH3:13])([CH3:1])[C:3]1=[O:12]. Starting materials: C(N)(OC)=O (methyl carbamate), CC1(C2=CC=C(C=C2OC=2C=C(C=CC12)P(C1=CC=CC=C1)C1=CC=CC=C1)P(C1=CC=CC=C1)C1=CC=CC=C1)C ((9,9-dimethyl-9H-xanthene-3,6-diyl)bis(diphenylphosphine)), C(C)(C)(C)C1=CC=C(C=C1)N1C(N(C(C1=O)(C)C)CC1=CC(=NC=C1)Cl)=O (3-(4-tert-butylphenyl)-1-[(2-chloropyridin-4-yl)methyl]-5,5-dimethylimidazolidine-2,4-dione), C([O-])([O-])=O.[Cs+].[Cs+] (caesium carbonate). The reagents and catalysts are C(C)(=O)[O-].C(C)(=O)[O-].[Pd+2] (palladium diacetate). Solvent: O1CCOCC1 (dioxane). Conditions: temperature 110 celsius. Product: C(C)(C)(C)C1=CC=C(C=C1)N1C(N(C(C1=O)(C)C)CC1=CC(=NC=C1)NC(OC)=O)=O (methyl (4-{[3-(4-tert-butylphenyl)-5,5-dimethyl-2,4-dioxoimidazolidin-1-yl]methyl}pyridin-2-yl)carbamate). Isolated yield 81.8%. Reaction SMILES: [C:1]([C:5]1[CH:10]=[CH:9][C:8]([N:11]2[C:15](=[O:16])[C:14]([CH3:18])([CH3:17])[N:13]([CH2:19][C:20]3[CH:25]=[CH:24][N:23]=[C:22](Cl)[CH:21]=3)[C:12]2=[O:27])=[CH:7][CH:6]=1)([CH3:4])([CH3:3])[CH3:2].[C:28](=[O:32])([O:30][CH3:31])[NH2:29].C(=O)([O-])[O-].[Cs+].[Cs+].CC1(C)C2C=CC(P(C3C=CC=CC=3)C3C=CC=CC=3)=CC=2OC2C1=CC=C(P(C1C=CC=CC=1)C1C=CC=CC=1)C=2>O1CCOCC1.C([O-])(=O)C.C([O-])(=O)C.[Pd+2]>[C:1]([C:5]1[CH:10]=[CH:9][C:8]([N:11]2[C:15](=[O:16])[C:14]([CH3:18])([CH3:17])[N:13]([CH2:19][C:20]3[CH:25]=[CH:24][N:23]=[C:22]([NH:29][C:28](=[O:32])[O:30][CH3:31])[CH:21]=3)[C:12]2=[O:27])=[CH:7][CH:6]=1)([CH3:4])([CH3:3])[CH3:2] |f:2.3.4,7.8.9|. Procedure details: To a solution of 0.5 g of 3-(4-tert-butylphenyl)-1-[(2-chloropyridin-4-yl)methyl]-5,5-dimethylimidazolidine-2,4-dione obtained in stage a) of Example 7 in 15 mL of dioxane are successively added, under argon, 146 mg of methyl carbamate, 1.6 g of caesium carbonate, 75 mg of (9,9-dimethyl-9H-xanthene-3,6-diyl)bis(diphenylphosphine) [xantphos] and 29 mg of palladium diacetate. The reaction mixture is heated at 110° C. for 1 hour, filtered and concentrated under reduced pressure. The residue is puri... Reactants: ClC1=CC=C(C=C1)S(=O)(=O)Cl (4-Chlorobenzenesulfonyl chloride), ClC1=CC2=C(NC3=C2CNCC3)N=C1 (3-chloro-6,7,8,9-tetrahydro-5H-dipyrido[2,3-b;3′,4′-d]pyrrole), O (water). Run in N1=CC=CC=C1 (pyridine). Conditions: time 8 hour. Yields the product ClC1=CC2=C(NC3=C2CN(CC3)S(=O)(=O)C3=CC=C(C=C3)Cl)N=C1 (3-Chloro-6-(4-chloro-benzenesulfonyl)-6,7,8,9-tetrahydro-5H-dipyrido[2,3-b;3′,4′-d]pyrrole). The yield is 100.3%. RXN SMILES: [Cl:1][C:2]1[CH:7]=[CH:6][C:5]([S:8](Cl)(=[O:10])=[O:9])=[CH:4][CH:3]=1.[Cl:12][C:13]1[CH:25]=[N:24][C:16]2[NH:17][C:18]3[CH2:23][CH2:22][NH:21][CH2:20][C:19]=3[C:15]=2[CH:14]=1.O>N1C=CC=CC=1>[Cl:12][C:13]1[CH:25]=[N:24][C:16]2[NH:17][C:18]3[CH2:23][CH2:22][N:21]([S:8]([C:5]4[CH:6]=[CH:7][C:2]([Cl:1])=[CH:3][CH:4]=4)(=[O:10])=[O:9])[CH2:20][C:19]=3[C:15]=2[CH:14]=1. Procedure: 4-Chlorobenzenesulfonyl chloride (56 mg, 0.26 mmol) was added to a solution of 3-chloro-6,7,8,9-tetrahydro-5H-dipyrido[2,3-b;3′,4′-d]pyrrole (50 mg, 0.24 mmol) in pyridine (2 mL), and the reaction was stirred overnight at room temperature. The reaction mixture was added to water (20 mL), and the resulting precipitate was filtered and dried under vacuum to provide 33 (92 mg, 99% yield) as a yellow solid. LC-MS (M+H=382, obsd.=382). Yields the product CCOc1cc(C#N)ccc1C. RXN SMILES: [C:3](#[N:4])[c:5]1[cH:6][c:7]([OH:12])[c:8]([CH3:11])[cH:9][cH:10]1.[CH2:13]([CH3:14])[I:15].[H-:1].[Na+:2].[OH2:16]>>[C:3](#[N:4])[c:5]1[cH:6][c:7]([O:12][CH2:13][CH3:14])[c:8]([CH3:11])[cH:9][cH:10]1. The reactants are Cc1ccc(C#N)cc1O, CCI, [H-], [Na+], O.